This data is from the Open Reaction Database (ORD), a public repository of structured organic reaction records. The task is: describe an organic reaction: reactants, conditions, products, and yield The reactants are amides, CCN=C=NCCCN(C)C.Cl (EDC.HCl), C(C)(C)(C)OC(=O)N1C(CC2(CC2)CC1)(C(=O)O)C (6-(tert-butoxycarbonyl)-5-methyl-6-azaspiro[2.5]octane-5-carboxylic acid), Cl.N[C@@H](C)C1=CC=C(C(=O)OC)C=C1 ((S)-methyl 4-(1-aminoethyl)benzoate hydrochloride). The product is COC(=O)C1=CC=C(C=C1)[C@H](C)NC(=O)C1(CC2(CC2)CCN1C(=O)OC(C)(C)C)C (tert-butyl 5-(((S)-1-(4-(methoxycarbonyl)phenyl)ethyl)carbamoyl)-5-methyl-6-azaspiro[2.5]octane-6-carboxylate). The yield is 27.4%. As a reaction SMILES: [C:1]([O:5][C:6]([N:8]1[CH2:15][CH2:14][C:11]2([CH2:13][CH2:12]2)[CH2:10][C:9]1([CH3:19])[C:16](O)=[O:17])=[O:7])([CH3:4])([CH3:3])[CH3:2].Cl.[NH2:21][C@H:22]([C:24]1[CH:33]=[CH:32][C:27]([C:28]([O:30][CH3:31])=[O:29])=[CH:26][CH:25]=1)[CH3:23].CCN=C=NCCCN(C)C.Cl>>[CH3:31][O:30][C:28]([C:27]1[CH:32]=[CH:33][C:24]([C@@H:22]([NH:21][C:16]([C:9]2([CH3:19])[N:8]([C:6]([O:5][C:1]([CH3:4])([CH3:3])[CH3:2])=[O:7])[CH2:15][CH2:14][C:11]3([CH2:12][CH2:13]3)[CH2:10]2)=[O:17])[CH3:23])=[CH:25][CH:26]=1)=[O:29] |f:1.2,3.4|. Procedure: The title compound (D57) (25 mg) was prepared according to the general procedure for amides preparation (Method A) starting from 6-(tert-butoxycarbonyl)-5-methyl-6-azaspiro[2.5]octane-5-carboxylic acid (D6) (57 mg) and (S)-methyl 4-(1-aminoethyl)benzoate hydrochloride (46 mg). EDC.HCl: 1.1 eq, Reaction time: 48 hrs. The reactants are CC(C)(C#N)c1ccc2nc(-c3ccncc3)[nH]c2c1, N, O=S(=O)(O)O. The product is CC(C)(C(N)=O)c1ccc2nc(-c3ccncc3)[nH]c2c1. As a reaction SMILES: [C:1](#[N:2])[C:3]([CH3:4])([CH3:5])[c:6]1[cH:7][c:8]2[c:9]([n:10][c:11](-[c:13]3[cH:14][cH:15][n:16][cH:17][cH:18]3)[nH:12]2)[cH:19][cH:20]1.[NH3:26].[S:21]([OH:22])(=[O:23])(=[O:24])[OH:25]>>[C:1]([NH2:2])([C:3]([CH3:4])([CH3:5])[c:6]1[cH:7][c:8]2[c:9]([n:10][c:11](-[c:13]3[cH:14][cH:15][n:16][cH:17][cH:18]3)[nH:12]2)[cH:19][cH:20]1)=[O:22]. Reactants: OCCN(C1=CC(=C(C#N)C=C1)C(F)(F)F)CC(F)(F)F (4-[(2-hydroxyethyl)(2,2,2-trifluoroethyl)amino]-2-(trifluoromethyl)benzonitrile), CC1=C(C=O)C=CC(=C1)O (methyl 4-hydroxybenzaldehyde). Yields the product C(=O)C1=CC=C(C=C1)OCCN(C1=CC(=C(C#N)C=C1)C(F)(F)F)CC(F)(F)F (4-[{2-[(4-Formylphenyl)oxy]ethyl}(2,2,2-trifluoroethyl)amino]-2-(trifluoromethyl)benzonitrile). As a reaction SMILES: [OH:1][CH2:2][CH2:3][N:4]([CH2:17][C:18]([F:21])([F:20])[F:19])[C:5]1[CH:12]=[CH:11][C:8]([C:9]#[N:10])=[C:7]([C:13]([F:16])([F:15])[F:14])[CH:6]=1.C[C:23]1[CH:30]=[C:29](O)[CH:28]=[CH:27][C:24]=1[CH:25]=[O:26]>>[CH:25]([C:24]1[CH:27]=[CH:28][C:29]([O:1][CH2:2][CH2:3][N:4]([CH2:17][C:18]([F:19])([F:20])[F:21])[C:5]2[CH:12]=[CH:11][C:8]([C:9]#[N:10])=[C:7]([C:13]([F:15])([F:16])[F:14])[CH:6]=2)=[CH:30][CH:23]=1)=[O:26]. Reported procedure: Synthesized as described in Example 1C from 4-[(2-hydroxyethyl)(2,2,2-trifluoroethyl)amino]-2-(trifluoromethyl)benzonitrile and methyl 4-hydroxybenzaldehyde: 1H NMR (300 MHz, CDC3) δ 9.89 (s, 1H), 7.88-7.80 (m, 2H), 7.68 (d, J=8.9 Hz, 1H), 7.20 (d, J=2.4 Hz, 1H), 7.02 (dd, J=8.8, 2.7 Hz, 1H, partially overlapped with 6.99-6.93), 6.99-6.93 (m, 2H), 4.31 (t, J=5.2 Hz, 2H), 4.20 (q, J=8.5 Hz, 2H), 4.05 (t, J=5.2 Hz, 2H). Run in C(C)(=O)OCC (ethyl acetate). Procedure: A mixture of ethyl 4-fluoro-1-(methoxymethyl)-7-[(2-thienylsulfonyl)amino]-1H-indole-2-carboxylate (455 mg), methyl iodide (0.103 mL), potassium carbonate (183 mg) and N,N-dimethylformamide (10 mL) was stirred at room temperature for 18 hr. The reaction solution was diluted with ethyl acetate, washed with aqueous citric acid solution, water and saturated brine, dried over anhydrous magnesium sulfate, and concentrated under reduced pressure to give the title compound (0.45 g, yield 96%) as pale-p... Product: FC1=C2C=C(N(C2=C(C=C1)N(S(=O)(=O)C=1SC=CC1)C)COC)C(=O)OCC (Ethyl 4-fluoro-1-(methoxymethyl)-7-[methyl(2-thienylsulfonyl)amino]-1H-indole-2-carboxylate). The reactants are FC1=C2C=C(N(C2=C(C=C1)NS(=O)(=O)C=1SC=CC1)COC)C(=O)OCC (ethyl 4-fluoro-1-(methoxymethyl)-7-[(2-thienylsulfonyl)amino]-1H-indole-2-carboxylate), CI (methyl iodide), C([O-])([O-])=O.[K+].[K+] (potassium carbonate), CN(C=O)C (N,N-dimethylformamide). RXN SMILES: [F:1][C:2]1[CH:10]=[CH:9][C:8]([NH:11][S:12]([C:15]2[S:16][CH:17]=[CH:18][CH:19]=2)(=[O:14])=[O:13])=[C:7]2[C:3]=1[CH:4]=[C:5]([C:23]([O:25][CH2:26][CH3:27])=[O:24])[N:6]2[CH2:20][O:21][CH3:22].CI.[C:30](=O)([O-])[O-].[K+].[K+].CN(C)C=O>C(OCC)(=O)C>[F:1][C:2]1[CH:10]=[CH:9][C:8]([N:11]([CH3:30])[S:12]([C:15]2[S:16][CH:17]=[CH:18][CH:19]=2)(=[O:14])=[O:13])=[C:7]2[C:3]=1[CH:4]=[C:5]([C:23]([O:25][CH2:26][CH3:27])=[O:24])[N:6]2[CH2:20][O:21][CH3:22] |f:2.3.4|. The yield is 95.6%. Conditions: time 18 hour. Product: C1(CCCCC1)OC=1C=C2C(=CN(C2=CC1)C(C1=CC=C(C=C1)F)=O)C=1CCN(CC1)C (5-Cyclohexyloxy-1-(4-fluorobenzoyl)-3-(1-methyl-1,2,3,6-tetrahydro-4-pyridinyl)indole). Reactants: C1(CCCCC1)OC=1C=C2C(=CNC2=CC1)C=1CCN(CC1)C (5-cyclohexyloxy-3-(1-methyl-1,2,3,6-tetrahydro-4-pyridinyl)-1H-indole), FC1=CC=C(C(=O)Cl)C=C1 (4-fluorobenzoyl chloride). RXN SMILES: [CH:1]1([O:7][C:8]2[CH:9]=[C:10]3[C:14](=[CH:15][CH:16]=2)[NH:13][CH:12]=[C:11]3[C:17]2[CH2:18][CH2:19][N:20]([CH3:23])[CH2:21][CH:22]=2)[CH2:6][CH2:5][CH2:4][CH2:3][CH2:2]1.[F:24][C:25]1[CH:33]=[CH:32][C:28]([C:29](Cl)=[O:30])=[CH:27][CH:26]=1>>[CH:1]1([O:7][C:8]2[CH:9]=[C:10]3[C:14](=[CH:15][CH:16]=2)[N:13]([C:29](=[O:30])[C:28]2[CH:32]=[CH:33][C:25]([F:24])=[CH:26][CH:27]=2)[CH:12]=[C:11]3[C:17]2[CH2:18][CH2:19][N:20]([CH3:23])[CH2:21][CH:22]=2)[CH2:6][CH2:5][CH2:4][CH2:3][CH2:2]1. Reported procedure: (24.0 mg, 68%); from 5-cyclohexyloxy-3-(1-methyl-1,2,3,6-tetrahydro-4-pyridinyl)-1H-indole (Example 4c, 25.6 mg, 0.082 mmol) and 4-fluorobenzoyl chloride (25 uL, 0.21 mmol); HRMS-FAB+ for C27H29N2O2F: calculated MH+ : 433.22913; found: 433.22733. Starting materials: C(C)(=O)NC1(CCN(CC1)C1=CC=CC=2OCCOC21)C (4-acetylamino-1-(2,3-dihydro[1,4]benzodioxin-5-yl)-4-methylpiperidine), [OH-].[Na+] (NaOH), Cl (HCl), Cl (HCl). The product is NC1(CCN(CC1)C1=CC=CC=2OCCOC21)C (4-amino-1-(2,3dihydro[1,4]benzodioxin-5-yl)-4-methylpiperidine). Isolated yield 73.2%. RXN SMILES: C([NH:4][C:5]1([CH3:21])[CH2:10][CH2:9][N:8]([C:11]2[C:20]3[O:19][CH2:18][CH2:17][O:16][C:15]=3[CH:14]=[CH:13][CH:12]=2)[CH2:7][CH2:6]1)(=O)C.Cl.[OH-].[Na+]>>[NH2:4][C:5]1([CH3:21])[CH2:10][CH2:9][N:8]([C:11]2[C:20]3[O:19][CH2:18][CH2:17][O:16][C:15]=3[CH:14]=[CH:13][CH:12]=2)[CH2:7][CH2:6]1 |f:2.3|. Procedure: 0.51 g (1.76 mmol) of the product obtained in Step 2 is treated at reflux for one night with 3 ml of 3N HCl. 1 ml of concentrated HCl is added and the whole is heated at reflux for 24 hours, allowed to cool, rendered basic with 2N NaOH and extracted 3 times with 30 ml of CH2Cl2 each time. The organic phases are washed and then dried. 0.32 g of the expected product is obtained. Yield: 73%. Starting materials: [Si](C1=CC=CC=C1)(C1=CC=CC=C1)(C(C)(C)C)OCC1C(NCCC1)=O (3-({[tert-Butyl(diphenyl)silyl]oxy}methyl)piperidin-2-one), CNCCNC (N,N′-dimethylethylenediamine), ClC=1C=C(N)C=CC1I (3-chloro-4-iodoaniline), P(=O)([O-])([O-])[O-].[K+].[K+].[K+] (potassium phosphate). Reagents/catalysts: [Cu]I (copper(I) iodide). Run in O1CCOCC1 (dioxane). The product is NC1=CC(=C(C=C1)N1C(C(CCC1)CO[Si](C1=CC=CC=C1)(C1=CC=CC=C1)C(C)(C)C)=O)Cl (1-(4-Amino-2-chlorophenyl)-3-({[tert-butyl(diphenyl)silyl]oxy}methyl)piperidin-2-one). RXN SMILES: [Cl:1][C:2]1[CH:3]=[C:4]([CH:6]=[CH:7][C:8]=1I)[NH2:5].[Si:10]([O:27][CH2:28][CH:29]1[CH2:34][CH2:33][CH2:32][NH:31][C:30]1=[O:35])([C:23]([CH3:26])([CH3:25])[CH3:24])([C:17]1[CH:22]=[CH:21][CH:20]=[CH:19][CH:18]=1)[C:11]1[CH:16]=[CH:15][CH:14]=[CH:13][CH:12]=1.P([O-])([O-])([O-])=O.[K+].[K+].[K+].CNCCNC>O1CCOCC1.[Cu]I>[NH2:5][C:4]1[CH:6]=[CH:7][C:8]([N:31]2[CH2:32][CH2:33][CH2:34][CH:29]([CH2:28][O:27][Si:10]([C:23]([CH3:25])([CH3:24])[CH3:26])([C:11]3[CH:16]=[CH:15][CH:14]=[CH:13][CH:12]=3)[C:17]3[CH:22]=[CH:21][CH:20]=[CH:19][CH:18]=3)[C:30]2=[O:35])=[C:2]([Cl:1])[CH:3]=1 |f:2.3.4.5|. Reported procedure: 2.75 g (10.8 mmol) of 3-chloro-4-iodoaniline are dissolved in 20 ml of anhydrous dioxane and admixed successively with 4.98 g (13.5 mmol) of the compound from example 92A, 103 mg (0542 mmol) of copper(I) iodide, 4.61 g (21.7 mmol) of potassium phosphate and 116 μl (1.085 mmol) of N,N′-dimethylethylenediamine. The reflux apparatus is inertized by repeated application of a gentle vacuum and flushing with argon. The reaction mixture is heated to reflux for 15 hours. After this time, it is allowed t...